From a dataset of the Open Reaction Database (ORD), a public repository of structured organic reaction records. describe an organic reaction: reactants, conditions, products, and yield Reactants: ClC1=CC(=C(C=C1)C(=O)C1=C(N=C2N1N=C(C=C2CN2CCOCC2)Cl)C)F ((4-chloro-2-fluorophenyl)(6-chloro-2-methyl-8-(morpholinomethyl)imidazo[1,2-b]pyridazin-3-yl)methanone), [BH4-].[Na+] (sodium borohydride). Solvent: CO (methanol). Conditions: temperature 0 celsius, time 5 minute. Yields the product ClC1=CC(=C(C=C1)C(O)C1=C(N=C2N1N=C(C=C2CN2CCOCC2)Cl)C)F ((4-Chloro-2-fluorophenyl)(6-chloro-2-methyl-8-(morpholinomethyl)imidazo[1,2-b]pyridazin-3-yl)methanol). Yield: 94.1%. Reaction SMILES: [Cl:1][C:2]1[CH:7]=[CH:6][C:5]([C:8]([C:10]2[N:14]3[N:15]=[C:16]([Cl:26])[CH:17]=[C:18]([CH2:19][N:20]4[CH2:25][CH2:24][O:23][CH2:22][CH2:21]4)[C:13]3=[N:12][C:11]=2[CH3:27])=[O:9])=[C:4]([F:28])[CH:3]=1.[BH4-].[Na+]>CO>[Cl:1][C:2]1[CH:7]=[CH:6][C:5]([CH:8]([C:10]2[N:14]3[N:15]=[C:16]([Cl:26])[CH:17]=[C:18]([CH2:19][N:20]4[CH2:21][CH2:22][O:23][CH2:24][CH2:25]4)[C:13]3=[N:12][C:11]=2[CH3:27])[OH:9])=[C:4]([F:28])[CH:3]=1 |f:1.2|. Procedure details: Combine (4-chloro-2-fluorophenyl)(6-chloro-2-methyl-8-(morpholinomethyl)imidazo[1,2-b]pyridazin-3-yl)methanone (0.43 g, 1.0 mmol) and methanol (15 mL) in a round bottom flask. Place under nitrogen and cool to 0° C. Add sodium borohydride (58 mg, 1.5 equiv.) in one portion. Stir for 5 min at this temperature then remove cooling bath and let warm to RT. After 15 min, quench the reaction with water then extract with EA. Wash the organics with water followed by aqueous saturated sodium chloride. Dry... RXN SMILES: [C:1]([C:3]1[CH:10]=[CH:9][C:6]([CH:7]=O)=[CH:5][CH:4]=1)#[N:2].C(OC)(OC)OC.[CH2:18]([N:21]([CH2:27][CH2:28][CH3:29])[CH2:22][CH2:23][CH2:24][CH2:25][NH2:26])[CH2:19][CH3:20].[BH4-].[Na+]>CO.O>[CH2:27]([N:21]([CH2:18][CH2:19][CH3:20])[CH2:22][CH2:23][CH2:24][CH2:25][NH:26][CH2:7][C:6]1[CH:9]=[CH:10][C:3]([C:1]#[N:2])=[CH:4][CH:5]=1)[CH2:28][CH3:29] |f:3.4|. Starting materials: [BH4-].[Na+] (sodium borohydride), C(#N)C1=CC=C(C=O)C=C1 (4-cyanobenzaldehyde), raw material, C(OC)(OC)OC (trimethyl orthoformate), C(CC)N(CCCCN)CCC (4-dipropylaminobutylamine). Run in O (water), CO (methanol). Procedure: 3.94 g (0.03 mol, 1.0 equivalent) of 4-cyanobenzaldehyde was charged in a 300 ml four-necked flask, and dissolved in 60 ml of methanol. 9.55 g (0.09 mol, 3.0 equivalents) of trimethyl orthoformate was added dropwise therein at room temperature, and the mixture was then cooled to −20° C. 5.17 g (0.03 mol, 1.0 equivalent) of 4-dipropylaminobutylamine (4) was added dropwise therein, the mixture was stirred for one hour and further stirred at room temperature for three hours. After confirming the di... The yield is 99.5%. The product is C(CC)N(CCCCNCC1=CC=C(C#N)C=C1)CCC (4-[(4-dipropylaminobutyl)amino]methylbenzonitrile). Reaction conditions: temperature -20 celsius, time 1 hour. Reactants: COc1cccc(OC)c1, COc1cc([N+](=O)[O-])ccc1C(=O)Cl, CCOC(C)=O, [Cl-], [Cl-], [Zn+2]. Yields the product COc1ccc(C(=O)c2ccc([N+](=O)[O-])cc2OC)c(OC)c1. As a reaction SMILES: [CH3:15][O:16][c:17]1[cH:18][c:19]([O:23][CH3:24])[cH:20][cH:21][cH:22]1.[CH3:1][O:2][c:3]1[c:4]([C:5](=[O:6])[Cl:7])[cH:8][cH:9][c:10]([N+:12](=[O:13])[O-:14])[cH:11]1.[CH3:25][CH2:26][O:27][C:28]([CH3:29])=[O:30].[Cl-:31].[Cl-:32].[Zn+2:33]>>[CH3:1][O:2][c:3]1[c:4]([C:5](=[O:6])[c:22]2[c:17]([O:16][CH3:15])[cH:18][c:19]([O:23][CH3:24])[cH:20][cH:21]2)[cH:8][cH:9][c:10]([N+:12](=[O:13])[O-:14])[cH:11]1. Starting materials: C1(CC1)C=1C(=NOC1C1=CC=CC=C1)O (4-Cyclopropyl-3-hydroxy-5-phenylisoxazole), C(C)(C)(C)OC(=O)NCCO (2-(N-tert-butoxycarbonylamino)ethanol). The product is C(C)(C)(C)OC(=O)NCCOC1=NOC(=C1C1CC1)C1=CC=CC=C1 (3-(2-(N-tert-butoxycarbonylamino)ethoxy)-4-cyclopropyl-5-phenylisoxazole). Isolated yield 73.0%. Reaction SMILES: [CH:1]1([C:4]2[C:5]([OH:15])=[N:6][O:7][C:8]=2[C:9]2[CH:14]=[CH:13][CH:12]=[CH:11][CH:10]=2)[CH2:3][CH2:2]1.[C:16]([O:20][C:21]([NH:23][CH2:24][CH2:25]O)=[O:22])([CH3:19])([CH3:18])[CH3:17]>>[C:16]([O:20][C:21]([NH:23][CH2:24][CH2:25][O:15][C:5]1[C:4]([CH:1]2[CH2:3][CH2:2]2)=[C:8]([C:9]2[CH:10]=[CH:11][CH:12]=[CH:13][CH:14]=2)[O:7][N:6]=1)=[O:22])([CH3:19])([CH3:18])[CH3:17]. Procedure: 4-Cyclopropyl-3-hydroxy-5-phenylisoxazole (0.2 g) and 2-(N-tert-butoxycarbonylamino)ethanol (0.18 g) were subjected to reaction and post-treatment in a similar manner to that described in Example 9(a) to obtain the title compound (0.25 g, 74%) as a colorless powder. Starting materials: COC(COC1=CC2=C(C(=CC=C2C=C1)OCCOCCOCCOCCBr)C(C)=O)=O ([[8-acetyl-7-[2-[2-[2-[2-bromoethoxy]ethoxy]ethoxy]ethoxy]-2-naphthalenyl]oxy]acetic acid methyl ester), OC1=C(C=CC(=C1CCC)O)C(C)=O (1-(2,4-dihydroxy-3-propylphenyl) ethanone), C([O-])([O-])=O.[K+].[K+] (potassium carbonate). Run in CC(=O)C (acetone), CN(C=O)C (dimethylformamide). Product: COC(COC1=CC2=C(C(=CC=C2C=C1)OCCOCCOCCOCCOC1=C(C(=C(C=C1)C(C)=O)O)CCC)C(C)=O)=O ([[8-acetyl-7-[2-[2-[2-[2-(4-acetyl-3-hydroxy-2-propylphenoxy)ethoxy]ethoxy]ethoxy]ethoxy]-2-naphthalenyl]oxy]acetic acid methyl ester). Yield: 81.9%. RXN SMILES: [CH3:1][O:2][C:3](=[O:32])[CH2:4][O:5][C:6]1[CH:15]=[CH:14][C:13]2[C:8](=[C:9]([C:29](=[O:31])[CH3:30])[C:10]([O:16][CH2:17][CH2:18][O:19][CH2:20][CH2:21][O:22][CH2:23][CH2:24][O:25][CH2:26][CH2:27]Br)=[CH:11][CH:12]=2)[CH:7]=1.[OH:33][C:34]1[C:39]([CH2:40][CH2:41][CH3:42])=[C:38]([OH:43])[CH:37]=[CH:36][C:35]=1[C:44](=[O:46])[CH3:45].C(=O)([O-])[O-].[K+].[K+]>CC(C)=O.CN(C)C=O>[CH3:1][O:2][C:3](=[O:32])[CH2:4][O:5][C:6]1[CH:15]=[CH:14][C:13]2[C:8](=[C:9]([C:29](=[O:31])[CH3:30])[C:10]([O:16][CH2:17][CH2:18][O:19][CH2:20][CH2:21][O:22][CH2:23][CH2:24][O:25][CH2:26][CH2:27][O:43][C:38]3[CH:37]=[CH:36][C:35]([C:44](=[O:46])[CH3:45])=[C:34]([OH:33])[C:39]=3[CH2:40][CH2:41][CH3:42])=[CH:11][CH:12]=2)[CH:7]=1 |f:2.3.4|. Reported procedure: A mixture of 3 g of [[8-acetyl-7-[2-[2-[2-[2-bromoethoxy]ethoxy]ethoxy]ethoxy]-2-naphthalenyl]oxy]acetic acid methyl ester, 1.36 g of 1-(2,4-dihydroxy-3-propylphenyl) ethanone and 1.2 g of anhydrous potassium carbonate in 60 ml of anhydrous acetone and 20 ml of anhydrous dimethylformamide was stirred at reflux for 18 hours. The mixture was filtered and filtrate was concentrated in vacuo to an oil which was purified by high pressure liquid chromatography (35% ethyl acetate-toluene) to yield 3 g (... Starting materials: FC(C(=O)O)(F)F (trifluoroacetic acid), [Si](C1=CC=CC=C1)(C1=CC=CC=C1)(C(C)(C)C)OC(COC(CCCCCCC\C=C/CCCCCCCC)=O)COC(C1=CC=CC=C1)(C1=CC=CC=C1)C1=CC=CC=C1 (cis-9-Octadecenoic acid 2-tert-butyldiphenylsilyloxy-3-triphenylmethoxypropyl ester). Solvent: ClCCl (dichloromethane). Reaction conditions: time 3 hour. Product: [Si](C1=CC=CC=C1)(C1=CC=CC=C1)(C(C)(C)C)OC(COC(CCCCCCC\C=C/CCCCCCCC)=O)CO (cis-9-Octadecenoic acid 2-tert-butyldiphenylsilyloxy-3-hydroxypropyl ester). The yield is 54.0%. As a reaction SMILES: FC(F)(F)C(O)=O.[Si:8]([O:25][CH:26]([CH2:48][O:49]C(C1C=CC=CC=1)(C1C=CC=CC=1)C1C=CC=CC=1)[CH2:27][O:28][C:29](=[O:47])[CH2:30][CH2:31][CH2:32][CH2:33][CH2:34][CH2:35][CH2:36]/[CH:37]=[CH:38]\[CH2:39][CH2:40][CH2:41][CH2:42][CH2:43][CH2:44][CH2:45][CH3:46])([C:21]([CH3:24])([CH3:23])[CH3:22])([C:15]1[CH:20]=[CH:19][CH:18]=[CH:17][CH:16]=1)[C:9]1[CH:14]=[CH:13][CH:12]=[CH:11][CH:10]=1>ClCCl>[Si:8]([O:25][CH:26]([CH2:48][OH:49])[CH2:27][O:28][C:29](=[O:47])[CH2:30][CH2:31][CH2:32][CH2:33][CH2:34][CH2:35][CH2:36]/[CH:37]=[CH:38]\[CH2:39][CH2:40][CH2:41][CH2:42][CH2:43][CH2:44][CH2:45][CH3:46])([C:21]([CH3:22])([CH3:24])[CH3:23])([C:15]1[CH:20]=[CH:19][CH:18]=[CH:17][CH:16]=1)[C:9]1[CH:10]=[CH:11][CH:12]=[CH:13][CH:14]=1. Procedure details: 4 ml of trifluoroacetic acid is slowly dropped into a solution of 4 (4.65 mmol) in 50 ml of dichloromethane at room temperature. After 3 hours, this is washed with water and saturated sodium hydrogen carbonate solution. The combined organic phases are dried over MgSO4, filtrated and concentrated. The residue is purified on silica gel by flash chromatography using isohexane/ethyl acetate (7:1). Yield: 54% of a colorless oil.